From a dataset of the Open Reaction Database (ORD), a public repository of structured organic reaction records. describe an organic reaction: reactants, conditions, products, and yield Starting materials: C1N2CN3CN1CN(C2)C3, ClCc1ccc(Cl)s1, ClC(Cl)Cl. Product: Clc1ccc(CC2N3CN4CN(C3)CN2C4)s1. Reaction SMILES: [CH2:1]1[N:2]2[CH2:3][N:4]3[CH2:5][N:6]1[CH2:7][N:8]([CH2:9]2)[CH2:10]3.[Cl:11][c:12]1[s:13][c:14]([CH2:17][Cl:18])[cH:15][cH:16]1.[Cl:19][CH:20]([Cl:21])[Cl:22]>>[CH:1]1([CH2:17][c:14]2[s:13][c:12]([Cl:11])[cH:16][cH:15]2)[N:2]2[CH2:3][N:4]3[CH2:5][N:6]1[CH2:7][N:8]([CH2:9]2)[CH2:10]3. Reactants: [H-].[Al+3].[Li+].[H-].[H-].[H-] (lithium aluminum hydride), O1CCCC1 (tetrahydrofuran), O1CCCC1 (tetrahydrofuran), C(C)OC([C@H](CC[C@@H](C(C)(C)OC(C)OCC)F)[C@H]1CC[C@H]2[C@@H]3CC=C4C[C@H](C[C@@H]([C@]4(C)[C@H]3CC[C@]12C)OC1OCCCC1)OC1OCCCC1)=O ([1α,3β,24S]-1,3-bis[(tetrahydro-2H-pyran-2-yl)-oxy]-25-(1-ethoxyethoxy)-24-fluorocholest-5-en-21-oic acid ethyl ester). Solvent: CCOCC (ether). Reaction conditions: temperature 50 celsius, time 1.5 hour. The product is O1C(CCCC1)O[C@H]1C[C@@H](CC2=CC[C@H]3[C@@H]4CC[C@H]([C@@H](CC[C@@H](C(C)(C)OC(C)OCC)F)CO)[C@]4(CC[C@@H]3[C@@]12C)C)OC1OCCCC1 ([1α,3β,24S]-1,3-bis[(tetrahydro-2H-pyran-2-yl)-oxy]-25-(1-ethoxyethoxy)-24-fluorocholest-5-en-21-ol). Reaction SMILES: [H-].[Al+3].[Li+].[H-].[H-].[H-].O1CCCC1.C([O:14][C:15](=O)[C@@H:16]([C@@H:30]1[C@:47]2([CH3:48])[C@H:33]([C@H:34]3[C@H:44]([CH2:45][CH2:46]2)[C@:42]2([CH3:43])[C:37]([CH2:38][C@@H:39]([O:56][CH:57]4[CH2:62][CH2:61][CH2:60][CH2:59][O:58]4)[CH2:40][C@@H:41]2[O:49][CH:50]2[CH2:55][CH2:54][CH2:53][CH2:52][O:51]2)=[CH:36][CH2:35]3)[CH2:32][CH2:31]1)[CH2:17][CH2:18][C@H:19]([F:29])[C:20]([O:23][CH:24]([O:26][CH2:27][CH3:28])[CH3:25])([CH3:22])[CH3:21])C>CCOCC>[O:51]1[CH2:52][CH2:53][CH2:54][CH2:55][CH:50]1[O:49][C@@H:41]1[C@@:42]2([CH3:43])[C:37](=[CH:36][CH2:35][C@@H:34]3[C@@H:44]2[CH2:45][CH2:46][C@@:47]2([CH3:48])[C@H:33]3[CH2:32][CH2:31][C@@H:30]2[C@H:16]([CH2:15][OH:14])[CH2:17][CH2:18][C@H:19]([F:29])[C:20]([O:23][CH:24]([O:26][CH2:27][CH3:28])[CH3:25])([CH3:22])[CH3:21])[CH2:38][C@@H:39]([O:56][CH:57]2[CH2:62][CH2:61][CH2:60][CH2:59][O:58]2)[CH2:40]1 |f:0.1.2.3.4.5|. Procedure: To a mixture of 0.028 g. (0.00074 mole) of lithium aluminum hydride in 1 ml. of tetrahydrofuran at 0° C. was added 0.200 g. (0.00027 mole) of [1α,3β,24S]-1,3-bis[(tetrahydro-2H-pyran-2-yl)-oxy]-25-(1-ethoxyethoxy)-24-fluorocholest-5-en-21-oic acid ethyl ester in 3 ml. of tetrahydrofuran. The mixture was stirred at 50° C. for 1.5 hr, recooled to 0° C. and diluted with 12 ml. of ether. The mixture was then quenched with the dropwise addition of 0.06 ml. of water and 0.05 ml. of 10% aqueous sodium ... Starting materials: CCOc1cccc(C=O)c1O, CC1=CN=C(C=C1)N, [C-]#[N+]C1CCCCC1. Reagents/catalysts: O=C(O)C(F)(F)F (trifluoroacetic acid). Run in CC(C)O (isopropyl alcohol), CC(C)O (isopropylalcohol). Conditions: temperature 22 celsius, time 20 hour. Yields the product CCOc1cccc(c1O)c1c(NC2CCCCC2)n2cc(C)ccc2n1. Yield: 40.4%. RXN SMILES: CC1=CC=C(N)N=C1.[C-]#[N+]C1CCCCC1.CCOC1=C(O)C(C=O)=CC=C1>>CCOC1=C(O)C(=CC=C1)C1=C(NC2CCCCC2)N2C=C(C)C=CC2=N1.